From a dataset of the Open Reaction Database (ORD), a public repository of structured organic reaction records. describe an organic reaction: reactants, conditions, products, and yield The product is C(C)OC1=C(C=CC=C1)O (o-Ethoxyphenol). Reagents/catalysts: [Pd] (palladium on carbon). Starting materials: C(C)OC1C(CCCC1)=O (2-ethoxycyclohexanone), C1(CCCCC1)OC(CC)=O (cyclohexylpropionate), [H][H] (hydrogen). Procedure: A solution of 10 gm. 2-ethoxycyclohexanone in 100 ml. cyclohexylpropionate was refluxed over 400 mg. of palladium on carbon until approximately 75% hydrogen had evolved. The catalyst was removed by filtration. o-Ethoxyphenol was obtained in high yield. Reaction SMILES: [CH2:1]([O:3][CH:4]1[CH2:9][CH2:8][CH2:7][CH2:6][C:5]1=[O:10])[CH3:2].C1(OC(=O)CC)CCCCC1.[H][H]>[Pd]>[CH2:1]([O:3][C:4]1[CH:9]=[CH:8][CH:7]=[CH:6][C:5]=1[OH:10])[CH3:2]. The reactants are C(C1=CC=CC=C1)OC(=O)N[C@@H]1C(NOC1)=O ((4S)-4-benzyloxycarbonylamino-3-isoxazolidinone), C(C1=CC=CC=C1)C(CC(C(=O)OCC1=CC=C(C=C1)[N+](=O)[O-])=O)C(=O)[O-] (1-(4-nitrobenzyl) 4-benzyl-2-oxoglutarate), C(C)(=O)OCC (ethyl acetate), C1CCC(CC1)N=C=NC2CCCCC2 (DCC). The solvent is ClCCl (dichloromethane), ClCCl (dichloromethane). Conditions: time 2 hour. Yields the product C(C1=CC=CC=C1)OC(=O)N[C@@H]1C(N(OC1)C1(OC(C(C1)CC1=CC=CC=C1)=O)C(=O)OCC1=CC=C(C=C1)[N+](=O)[O-])=O (4-nitrobenzyl 2-[(4S)-4-benzyloxycarbonylamino-3-oxo-2-isoxazolidinyl]-4-benzyl-5-oxo-2-tetrahydrofurancarboxylate). Yield: 77.5%. As a reaction SMILES: [CH2:1]([O:8][C:9]([NH:11][C@H:12]1[CH2:16][O:15][NH:14][C:13]1=[O:17])=[O:10])[C:2]1[CH:7]=[CH:6][CH:5]=[CH:4][CH:3]=1.[CH2:18]([CH:25]([C:42]([O-])=[O:43])[CH2:26][C:27](=[O:41])[C:28]([O:30][CH2:31][C:32]1[CH:37]=[CH:36][C:35]([N+:38]([O-:40])=[O:39])=[CH:34][CH:33]=1)=[O:29])[C:19]1[CH:24]=[CH:23][CH:22]=[CH:21][CH:20]=1.C1CCC(N=C=NC2CCCCC2)CC1.C(OCC)(=O)C>ClCCl>[CH2:1]([O:8][C:9]([NH:11][C@H:12]1[CH2:16][O:15][N:14]([C:27]2([C:28]([O:30][CH2:31][C:32]3[CH:33]=[CH:34][C:35]([N+:38]([O-:40])=[O:39])=[CH:36][CH:37]=3)=[O:29])[CH2:26][CH:25]([CH2:18][C:19]3[CH:24]=[CH:23][CH:22]=[CH:21][CH:20]=3)[C:42](=[O:43])[O:41]2)[C:13]1=[O:17])=[O:10])[C:2]1[CH:7]=[CH:6][CH:5]=[CH:4][CH:3]=1. Reported procedure: In 6 ml of dichloromethane were dissolved 286 mg of (4S)-4-benzyloxycarbonylamino-3-isoxazolidinone and 540 mg of the Compound (73) obtained in Example 73. To the solution was added 325 mg of DCC dissolved in 2 ml of dichloromethane. The mixture was stirred at room temperature for 2 hours. To the reaction solution was added ethyl acetate, and the crystals which separated out were filtered off. The filtrate was washed with water and dried (Na2SO4), followed by evaporating off the solvent. The res... Reactants: C(C#C)(=O)OCC (Ethyl propiolate), [N+](=O)([O-])C1=C(C=O)C=CC(=C1NC(C1=CC=CC=C1)=O)OCCCCC1=CC=CC=C1 (2-nitro-4-phenylbutoxybenzoylaminobenzaldehyde), C(C)(C)NC(C)C (diisopropylamine), C(CCC)[Li] (butyllithium), C(C)(=O)O (acetic acid). The solvent is O1CCCC1 (tetrahydrofuran), O1CCCC1 (tetrahydrofuran), O1CCCC1 (tetrahydrofuran). Run at time 30 minute. Yields the product OC(C#CC(=O)OCC)C1=C(C(=C(C=C1)OCCCCC1=CC=CC=C1)NC(C1=CC=CC=C1)=O)[N+](=O)[O-] (ethyl 4-hydroxy-4-(2-nitro-4-phenylbutoxybenzoylaminophenyl)-2-butynoate). Isolated yield 105.0%. As a reaction SMILES: C(NC(C)C)(C)C.C([Li])CCC.[C:13]([O:17][CH2:18][CH3:19])(=[O:16])[C:14]#[CH:15].[N+:20]([C:23]1[C:30]([NH:31][C:32](=[O:39])[C:33]2[CH:38]=[CH:37][CH:36]=[CH:35][CH:34]=2)=[C:29]([O:40][CH2:41][CH2:42][CH2:43][CH2:44][C:45]2[CH:50]=[CH:49][CH:48]=[CH:47][CH:46]=2)[CH:28]=[CH:27][C:24]=1[CH:25]=[O:26])([O-:22])=[O:21].C(O)(=O)C>O1CCCC1>[OH:26][CH:25]([C:24]1[CH:27]=[CH:28][C:29]([O:40][CH2:41][CH2:42][CH2:43][CH2:44][C:45]2[CH:50]=[CH:49][CH:48]=[CH:47][CH:46]=2)=[C:30]([NH:31][C:32](=[O:39])[C:33]2[CH:34]=[CH:35][CH:36]=[CH:37][CH:38]=2)[C:23]=1[N+:20]([O-:22])=[O:21])[C:15]#[C:14][C:13]([O:17][CH2:18][CH3:19])=[O:16]. Procedure: To a solution of diisopropylamine (0.6 ml, 4.26 mmol) in tetrahydrofuran (12 ml) was added, at -78° C. under an argon atmosphere, 1.5 N butyllithium (2.66 ml, 3.99 mmol). The mixture was stirred for 30 min. Ethyl propiolate (0.49 ml, 4.79 mmol) and a solution of 2-nitro-4-phenylbutoxybenzoylaminobenzaldehyde (1.1 g, 2.66 mmol) in tetrahydrofuran (3 ml) were added in that order, and the mixture was stirred at -78° C. for additional one hr. A solution of acetic acid (0.47 ml, 8.25 mmol) in tetrahy... The reactants are [Ba+2], [O-][Br+2]([O-])[O-], [O-][Br+2]([O-])[O-], CNS(=O)(=O)c1cc(-c2cc(CCCOCc3ccccc3)nc(C#N)n2)cc(C(F)(F)F)c1, CC#N, [Ce+3], [Ce+3], O, O=S(=O)([O-])[O-], O=S(=O)([O-])[O-], O=S(=O)([O-])[O-]. The product is CNS(=O)(=O)c1cc(-c2cc(CCCO)nc(C#N)n2)cc(C(F)(F)F)c1. Reaction SMILES: [Ba+2:56].[Br+2:52]([O-:53])([O-:54])[O-:55].[Br+2:57]([O-:58])([O-:59])[O-:60].[CH2:1]([c:2]1[cH:3][cH:4][cH:5][cH:6][cH:7]1)[O:8][CH2:9][CH2:10][CH2:11][c:12]1[n:13][c:14]([C:33]#[N:34])[n:15][c:16](-[c:18]2[cH:19][c:20]([S:28]([NH:29][CH3:30])(=[O:31])=[O:32])[cH:21][c:22]([C:24]([F:25])([F:26])[F:27])[cH:23]2)[cH:17]1.[CH3:61][C:62]#[N:63].[Ce+3:40].[Ce+3:51].[OH2:64].[S:35]([O-:36])([O-:37])(=[O:38])=[O:39].[S:41]([O-:42])([O-:43])(=[O:44])=[O:45].[S:46]([O-:47])([O-:48])(=[O:49])=[O:50]>>[OH:8][CH2:9][CH2:10][CH2:11][c:12]1[n:13][c:14]([C:33]#[N:34])[n:15][c:16](-[c:18]2[cH:19][c:20]([S:28]([NH:29][CH3:30])(=[O:31])=[O:32])[cH:21][c:22]([C:24]([F:25])([F:26])[F:27])[cH:23]2)[cH:17]1. Reactants: C1CCOC1, CO, O=C(O)C1CC(O)CN1c1ccc([N+](=O)[O-])cc1. Yields the product O=[N+]([O-])c1ccc(N2CC(O)CC2CO)cc1. As a reaction SMILES: [CH2:21]1[O:22][CH2:23][CH2:24][CH2:25]1.[CH3:19][OH:20].[OH:1][CH:2]1[CH2:3][CH:4]([C:16](=[O:17])[OH:18])[N:5]([c:7]2[cH:8][cH:9][c:10]([N+:13](=[O:14])[O-:15])[cH:11][cH:12]2)[CH2:6]1>>[OH:1][CH:2]1[CH2:3][CH:4]([CH2:16][OH:17])[N:5]([c:7]2[cH:8][cH:9][c:10]([N+:13](=[O:14])[O-:15])[cH:11][cH:12]2)[CH2:6]1. Starting materials: O=C1N(C2=CC=CC=C2C12COC1=CC3=C(OCCO3)C=C12)CC1=NC=CC=C1C(=O)OCC (ethyl 2-[(2′-oxo-2,3-dihydrospiro[furo[2,3-g][1,4]benzodioxine-8,3′-indol]-1′(2′H)-yl)methyl]pyridine-3-carboxylate), [OH-].[Li+] (lithium hydroxide), O1CCCC1 (tetrahydrofuran), O (water). Solvent: CO (methanol). Product: O=C1COC2=C(O1)C=C1C(=C2)OCC12CN(C1=CC=CC=C21)CC2=NC=CC=C2C(=O)O (2-[(2-oxo-2,3-dihydrospiro[furo[2,3-g][1,4]benzodioxine-8,3′-indol]-1′(2′H)-yl)methyl]pyridine-3-carboxylic acid). Yield: 91.0%. As a reaction SMILES: O=[C:2]1[C:10]2([C:22]3[C:13](=[CH:14][C:15]4[O:20][CH2:19][CH2:18][O:17][C:16]=4[CH:21]=3)[O:12][CH2:11]2)[C:9]2[C:4](=[CH:5][CH:6]=[CH:7][CH:8]=2)[N:3]1[CH2:23][C:24]1[C:29]([C:30]([O:32]CC)=[O:31])=[CH:28][CH:27]=[CH:26][N:25]=1.[OH-].[Li+].[O:37]1CCCC1.O>CO>[O:37]=[C:18]1[O:17][C:16]2[CH:21]=[C:22]3[C:10]4([C:9]5[C:4](=[CH:5][CH:6]=[CH:7][CH:8]=5)[N:3]([CH2:23][C:24]5[C:29]([C:30]([OH:32])=[O:31])=[CH:28][CH:27]=[CH:26][N:25]=5)[CH2:2]4)[CH2:11][O:12][C:13]3=[CH:14][C:15]=2[O:20][CH2:19]1 |f:1.2|. Reported procedure: A 250 mL round-bottom flask was charged with ethyl 2-[(2′-oxo-2,3-dihydrospiro[furo[2,3-g][1,4]benzodioxine-8,3′-indol]-1′(2′H)-yl)methyl]pyridine-3-carboxylate (2.3 g, 5.0 mmol), lithium hydroxide (0.48 g, 20.0 mmol), tetrahydrofuran (30.mL), water (50.mL) and methanol (30 mL). The reaction mixture was stirred under nitrogen at reflux for 5 h, allowed to cool to ambient temperature and concentrated in vacuo. The residue was taken up in water (100 mL) and acidified to pH 1 by the addition of 10 ... The reactants are FC=1C=C(C=C(C1)C(F)(F)F)NC(=C(C#N)S(=O)(=O)C)SC (3-(3-Fluoro-5-trifluoromethylphenylamino)-2-methylsulfonyl-3-methylsulfanyl-propenenitrile), CC(C(C)(C)C)N (1,2,2-trimethylpropylamine). The product is FC=1C=C(C=C(C1)C(F)(F)F)NC(=C(C#N)S(=O)(=O)C)NC(C(C)(C)C)C (3-(3-Fluoro-5-trifluoromethyl-phenylamino)-2-methylsulfonyl-3-(1,2,2-trimethylpropylamino)-propenenitrile). The yield is 49.0%. RXN SMILES: [F:1][C:2]1[CH:3]=[C:4]([NH:12][C:13](SC)=[C:14]([S:17]([CH3:20])(=[O:19])=[O:18])[C:15]#[N:16])[CH:5]=[C:6]([C:8]([F:11])([F:10])[F:9])[CH:7]=1.[CH3:23][CH:24]([NH2:29])[C:25]([CH3:28])([CH3:27])[CH3:26]>>[F:1][C:2]1[CH:3]=[C:4]([NH:12][C:13]([NH:29][CH:24]([CH3:23])[C:25]([CH3:28])([CH3:27])[CH3:26])=[C:14]([S:17]([CH3:20])(=[O:19])=[O:18])[C:15]#[N:16])[CH:5]=[C:6]([C:8]([F:11])([F:10])[F:9])[CH:7]=1. Procedure: 3-(3-Fluoro-5-trifluoromethylphenylamino)-2-methylsulfonyl-3-methylsulfanyl-propenenitrile (0.176 g, 0.5 mmol) was stirred in 1,2,2-trimethylpropylamine (1 ml) for 17 h at 75° C. under nitrogen. Work-up as described in EXAMPLE 17, 2) without chromatography gave 98 mg (49%) of the title compound. Mp 183-1850° C. 1H NMR (200 MHz, CDCl3): δ=0.87 (s, 9H), 1.03 (d, 3H), 3.05 (m, 1H), 3.13 (s, 3H) 7.02 (br d, 1H), 7.15 (m, 2H); EI SP/MS: 407 (M+).